Dataset: the Open Reaction Database (ORD), a public repository of structured organic reaction records. Task: describe an organic reaction: reactants, conditions, products, and yield Reactants: carboxamide, CC(C(=O)OCC)(C(=O)OCC)C1=NC=C(N=C1)C1=CC=CC=C1 (diethyl α-methyl-5-phenylpyrazinylmalonate), C1(=CC=CC=C1)C1=CN=CC(=N1)O (6-phenylpyrazinol), CC(C(=O)O)C1=NC(=CN=C1)C1=CC=CC=C1 (α-methyl-6-phenylpyrazineacetic acid), CC(C(=O)OCC)C1=NC=C(N=C1)C1=CC=CC=C1 (ethyl α-methyl-5-phenylpyrazineacetate), ClC1=NC(=CN=C1)C1=CC=CC=C1 (2-chloro-6-phenylpyrazine), CC(C(=O)OCC)C1=NC(=CN=C1)C1=CC=CC=C1 (ethyl α-methyl-6-phenylpyrazineacetate), CC(C(=O)OCC)(C(=O)OCC)C1=NC(=CN=C1)C1=CC=CC=C1 (diethyl α-methyl-6-phenylpyrazinylmalonate), ClC1=NC=C(N=C1)C1=CC=CC=C1 (2-chloro-5-phenylpyrazine), C1(=CC=CC=C1)C1=CN=CC(=N1)O (6-phenylpyrazinol), CC(C(=O)OCC)C1=NC(=CN=C1)C1=CC=CC=C1 (ethyl α-methyl-6-phenylpyrazineacetate), CC(C(=O)N)C1=NC(=CN=C1)C1=CC=CC=C1 (α-methyl-6-phenylpyrazineacetamide), C1(=CC=CC=C1)C=1N=CC(=NC1)O (5-phenylpyrazinol), CC(C(=O)OCC)C1=NC(=CN=C1)C1=CC=CC=C1 (ethyl α-methyl-6-phenylpyrazineacetate), CC(C(=O)OCC)(C(=O)OCC)C1=NC(=CN=C1)C1=CC=CC=C1 (diethyl α-methyl-6-phenylpyrazinylmalonate), CC(C(=O)OCC)C1=NC=C(N=C1)C1=CC=CC=C1 (ethyl α-methyl-5 -phenylpyrazineacetate), S(O)(O)(=O)=O (sulfuric acid), ClC1=NC(=CN=C1)C1=CC=CC=C1 (2-chloro-6-phenylpyrazine). The product is OC=1C(=NC=C(N1)C1=CC=CC=C1)C(=O)N (3-Hydroxy-5-phenylpyrazine-2-carboxamide). Reaction SMILES: [C:1]1([C:7]2[N:12]=[C:11]([OH:13])[CH:10]=[N:9][CH:8]=2)[CH:6]=[CH:5][CH:4]=[CH:3][CH:2]=1.S(=O)(=O)(O)O.C1(C2N=C[C:28]([OH:31])=[N:29]C=2)C=CC=CC=1.ClC1C=NC=C(C2C=CC=CC=2)N=1.ClC1C=NC(C2C=CC=CC=2)=CN=1.CC(C1C=NC=C(C2C=CC=CC=2)N=1)(C(OCC)=O)C(OCC)=O.CC(C1C=NC(C2C=CC=CC=2)=CN=1)(C(OCC)=O)C(OCC)=O.CC(C1C=NC=C(C2C=CC=CC=2)N=1)C(OCC)=O.CC(C1C=NC(C2C=CC=CC=2)=CN=1)C(OCC)=O.CC(C1C=NC=C(C2C=CC=CC=2)N=1)C(O)=O.CC(C1C=NC=C(C2C=CC=CC=2)N=1)C(N)=O>>[OH:13][C:11]1[C:10]([C:28]([NH2:29])=[O:31])=[N:9][CH:8]=[C:7]([C:1]2[CH:2]=[CH:3][CH:4]=[CH:5][CH:6]=2)[N:12]=1. Reported procedure: 3-Hydroxy-5-phenylpyrazine-2-carboxamide is prepared by the method of Dick, Wood and Logan, J. Chem. Soc., 2131 (1956). The carboxamide is converted to 6-phenylpyrazinol by the method of Jezo and Luzak, Chem. Zvest., 22, 190 (1968), using 80 percent sulfuric acid at 180° C. Using the procedure of Example III and replacing 5-phenylpyrazinol with an equivalent amount of 6-phenylpyrazinol, the product obtained is 2-chloro-6-phenylpyrazine. Using the procedure of Example V and replacing 2-chloro-5-p... The reactants are O(C1=CC=CC=C1)C1=CC=C(C(=O)O)C=C1 (4-phenoxybenzoic acid), C(C(=O)Cl)(=O)Cl (oxalyl chloride). Product: O(C1=CC=CC=C1)C1=CC=C(C(=O)Cl)C=C1 (4-Phenoxybenzoyl chloride). Reaction SMILES: [O:1]([C:8]1[CH:16]=[CH:15][C:11]([C:12](O)=[O:13])=[CH:10][CH:9]=1)[C:2]1[CH:7]=[CH:6][CH:5]=[CH:4][CH:3]=1.C(Cl)(=O)C([Cl:20])=O>>[O:1]([C:8]1[CH:16]=[CH:15][C:11]([C:12]([Cl:20])=[O:13])=[CH:10][CH:9]=1)[C:2]1[CH:7]=[CH:6][CH:5]=[CH:4][CH:3]=1. Procedure details: 4-Phenoxybenzoyl chloride was prepared by reacting 4-phenoxybenzoic acid with oxalyl chloride. The solvent is O1CCCC1 (tetrahydrofuran), O1CCCC1 (tetrahydrofuran). The yield is 66.6%. Procedure: A solution of 58.8 g of N-[4-(1H-imidazol-1-yl)butyl]formamide in 480 ml of dry tetrahydrofuran was treated with 87.0 ml of 10 Molar borane methyl sulfide complex in tetrahydrofuran. The reaction mixture was heated to reflux for 18 hours under an argon atmosphere, cooled in an ice bath and quenched with 400 ml of methanol. The solvent was removed, the methanol addition and evaporation repeated, and the residue was made acidic with hydrochloric acid and was stirred over night. The mixture was mad... RXN SMILES: [N:1]1([CH2:6][CH2:7][CH2:8][CH2:9][NH:10][CH:11]=O)[CH:5]=[CH:4][N:3]=[CH:2]1>O1CCCC1>[N:1]1([CH2:6][CH2:7][CH2:8][CH2:9][NH:10][CH3:11])[CH:5]=[CH:4][N:3]=[CH:2]1. Product: N1(C=NC=C1)CCCCNC (4-(1H-imidazol-1-yl)-N-methylbutanamine). Starting materials: N1(C=NC=C1)CCCCNC=O (N-[4-(1H-imidazol-1-yl)butyl]formamide). RXN SMILES: [CH:1]1([C:7]2[CH:8]=[C:9]3[C:14](=[CH:15][CH:16]=2)[N:13]=[CH:12][CH:11]=[CH:10]3)[CH2:6][CH2:5][CH2:4][CH2:3][CH2:2]1.[F:17][C:18]1[CH:19]=[C:20]2[C:25](=[CH:26][CH:27]=1)[N:24]=[C:23]([CH3:28])[CH:22]=[CH:21]2.[I:29]I.O.NN>ClC1C=CC=CC=1.C1(C)C=CC=CC=1>[I-:29].[CH:1]1([C:7]2[CH:16]=[CH:15][C:14]3[N+:13]4[CH:28]=[C:23]5[CH:22]=[CH:21][C:20]6[CH:19]=[C:18]([F:17])[CH:27]=[CH:26][C:25]=6[N:24]5[C:12]=4[CH:11]=[CH:10][C:9]=3[CH:8]=2)[CH2:2][CH2:3][CH2:4][CH2:5][CH2:6]1 |f:3.4,7.8|. The reactants are C1(CCCCC1)C=1C=C2C=CC=NC2=CC1 (6-cyclohexylquinoline), O.NN (hydrazine hydrate), FC=1C=C2C=CC(=NC2=CC1)C (6-fluoroquinaldine), II (iodine). Procedure details: A mixture of 85.0 g. of 6-cyclohexylquinoline, 16.4 g. of 6-fluoroquinaldine, 150 ml. of toluene and 51.6 g. of iodine is stirred for 30 minutes at 20-25° C., then heated at 95°-100° C. for 6 days. The mixture is cooled, diluted with 300 ml. of chlorobenzene and treated dropwise with hydrazine hydrate until the dark-colored mixture becomes light tan. The precipitate is collected, washed with chlorobenzene and suspended in 400 ml. of cold methanol. The resulting solid 3-cyclohexyl-10-fluoroimidaz... Yields the product [I-].C1(CCCCC1)C1=CC=2C=CC3=[N+](C2C=C1)C=C1N3C=3C=CC(=CC3C=C1)F (3-Cyclohexyl-10-fluoroimidazo[1,2-a:3,4-a']diquinolin-15-ium Iodide). Run in ClC1=CC=CC=C1 (chlorobenzene), C1(=CC=CC=C1)C (toluene).